From a dataset of the Open Reaction Database (ORD), a public repository of structured organic reaction records. describe an organic reaction: reactants, conditions, products, and yield Reaction SMILES: C([O:3][C:4]([CH:6]1[CH2:10][CH2:9][CH2:8][CH:7]1[N:11]([C:13](=[O:32])[CH2:14][C:15]1[NH:20][C:19]2[CH:21]=[CH:22][C:23]([NH:25][S:26]([CH3:29])(=[O:28])=[O:27])=[CH:24][C:18]=2[S:17](=[O:31])(=[O:30])[N:16]=1)[CH3:12])=O)C.[O-]CC.[Na+]>C(O)C>[OH:3][C:4]1[C@H:6]2[C@H:7]([CH2:8][CH2:9][CH2:10]2)[N:11]([CH3:12])[C:13](=[O:32])[C:14]=1[C:15]1[NH:20][C:19]2[CH:21]=[CH:22][C:23]([NH:25][S:26]([CH3:29])(=[O:28])=[O:27])=[CH:24][C:18]=2[S:17](=[O:31])(=[O:30])[N:16]=1 |f:1.2|. Reactants: C(C)OC(=O)C1C(CCC1)N(C)C(CC1=NS(C2=C(N1)C=CC(=C2)NS(=O)(=O)C)(=O)=O)=O (2-{[2-(7-methanesulfonylamino-1,1-dioxo-1,4-dihydro-1λ6-benzo[1,2,4]thiadiazin-3-yl)-acetyl]-methyl-amino}-cyclopentanecarboxylic acid ethyl ester), [O-]CC.[Na+] (sodium ethoxide). Reaction conditions: temperature 60 celsius, time 16 hour. Yields the product OC1=C(C(N([C@H]2CCC[C@@H]12)C)=O)C1=NS(C2=C(N1)C=CC(=C2)NS(=O)(=O)C)(=O)=O (cis-N-[3-(4-hydroxy-1-methyl-2-oxo-2,4a,5,6,7,7a-hexahydro-1H-[1]pyrindin-3-yl)-1,1-dioxo-1,4-dihydro-1λ6-benzo[1,2,4]thiadiazin-7-yl]-methanesulfonamide). The yield is 3.4%. Reported procedure: A solution of the crude 2-{[2-(7-methanesulfonylamino-1,1-dioxo-1,4-dihydro-1λ6-benzo[1,2,4]thiadiazin-3-yl)-acetyl]-methyl-amino}-cyclopentanecarboxylic acid ethyl ester in ethanol (20 mL) was treated with a 21% w/w solution of sodium ethoxide in ethanol (0.648 g) and stirred for 16 h at 60° C. Upon cooling, the reaction mixture was then quenched with 1.0 M aqueous hydrochloric acid solution (20 mL) and extracted with ethyl acetate (2×50 mL). The combined organic layers were washed with saturat... Solvent: C(C)O (ethanol), C(C)O (ethanol). The reactants are solution, C(CCC)[Li] (n-butyllithium), FC=1C=C(CN2C=NC=C2)C=CC1 (N-(3-fluorobenzyl)-imidazole), CN(CCN(C)C)C (N,N,N',N'-tetramethylethylenediamine), C12C(C3CC(CC(C1)C3)C2)=O (adamantanone). Solvent: O (water), CCCCCC (hexane), O1CCCC1 (tetrahydrofuran), O1CCCC1 (tetrahydrofuran). Conditions: temperature -70 celsius, time 20 minute. The product is FC=1C=C(C=CC1)C(C=1NC=CN1)C1(C2CC3CC(CC1C3)C2)O (3-Fluorophenyl-(2-hydroxy-2-adamantyl)-1-imidazolylmethane). As a reaction SMILES: C([Li])CCC.[F:6][C:7]1[CH:8]=[C:9]([CH:16]=[CH:17][CH:18]=1)[CH2:10]N1C=CN=C1.C[N:20]([CH3:26])[CH2:21][CH2:22][N:23](C)C.[CH:27]12[CH2:36][CH:31]3[CH2:32][CH:33]([CH2:35][CH:29]([CH2:30]3)[C:28]1=[O:37])[CH2:34]2>CCCCCC.O1CCCC1.O>[F:6][C:7]1[CH:8]=[C:9]([CH:10]([C:28]2([OH:37])[CH:29]3[CH2:35][CH:33]4[CH2:32][CH:31]([CH2:36][CH:27]2[CH2:34]4)[CH2:30]3)[C:26]2[NH:23][CH:22]=[CH:21][N:20]=2)[CH:16]=[CH:17][CH:18]=1. Procedure details: 55 ml (85 mmol) of a 1.55 molar solution of n-butyllithium in hexane were added dropwise to a solution of 7.04 g (40 mmol) of N-(3-fluorobenzyl)-imidazole and 4.65 g (40 mmol) of N,N,N',N'-tetramethylethylenediamine (TMEDA) in 90 ml of absolute tetrahydrofuran (THF) at -70° C. The mixture was stirred for a further 20 minutes at -70° C., and a solution of 6.01 g (40 mmol) of adamantanone in 30 ml of absolute tetrahydrofuran (THF) was then added dropwise at -70° C. in the course of about 15 minute... The product is CC(F)(F)Oc1cccnc1C1CC1. Starting materials: CC(F)(F)Oc1cccnc1Br, CC(=O)[O-], CC(=O)[O-], CCOC(C)=O, Cc1ccccc1, C1CCC(P(C2CCCCC2)C2CCCCC2)CC1, O, [Pd+2]. Reaction SMILES: [Br:1][c:2]1[n:3][cH:4][cH:5][cH:6][c:7]1[O:8][C:9]([CH3:10])([F:11])[F:12].[C:46]([O-:47])(=[O:48])[CH3:49].[C:51]([O-:52])(=[O:53])[CH3:54].[CH3:32][CH2:33][O:34][C:35](=[O:36])[CH3:37].[CH3:38][c:39]1[cH:40][cH:41][cH:42][cH:43][cH:44]1.[CH:13]1([P:14]([CH:18]2[CH2:19][CH2:20][CH2:21][CH2:22][CH2:23]2)[CH:26]2[CH2:17][CH2:16][CH2:15][CH2:30][CH2:31]2)[CH2:24][CH2:25][CH2:27][CH2:28][CH2:29]1.[OH2:45].[Pd+2:50]>>[c:2]1([CH:30]2[CH2:26][CH2:31]2)[n:3][cH:4][cH:5][cH:6][c:7]1[O:8][C:9]([CH3:10])([F:11])[F:12].